Dataset: the Open Reaction Database (ORD), a public repository of structured organic reaction records. Task: describe an organic reaction: reactants, conditions, products, and yield The reactants are CC(C)OC=1C=C(C(=O)NC2=NC(=NS2)C)C=C(C1)OCC1=CC=CC=C1 (3-[(1-methylethyl)oxy]-N-(3-methyl-1,2,4-thiadiazol-5-yl)-5-[(phenylmethyl)oxy]benzamide), C1(=CC=CC=C1)SC (thioanisole). The solvent is FC(C(=O)O)(F)F (trifluoroacetic acid). The product is OC=1C=C(C(=O)NC2=NC(=NS2)C)C=C(C1)OC(C)C (3-Hydroxy-5-[(1-methylethyl)oxy]-N-(3-methyl-1,2,4-thiadiazol-5-yl)benzamide). The yield is 50.7%. As a reaction SMILES: [CH3:1][CH:2]([O:4][C:5]1[CH:6]=[C:7]([CH:17]=[C:18]([O:20]CC2C=CC=CC=2)[CH:19]=1)[C:8]([NH:10][C:11]1[S:15][N:14]=[C:13]([CH3:16])[N:12]=1)=[O:9])[CH3:3].C1(SC)C=CC=CC=1>FC(F)(F)C(O)=O>[OH:20][C:18]1[CH:17]=[C:7]([CH:6]=[C:5]([O:4][CH:2]([CH3:3])[CH3:1])[CH:19]=1)[C:8]([NH:10][C:11]1[S:15][N:14]=[C:13]([CH3:16])[N:12]=1)=[O:9]. Reported procedure: A solution of 3-[(1-methylethyl)oxy]-N-(3-methyl-1,2,4-thiadiazol-5-yl)-5-[(phenylmethyl)oxy]benzamide (33 g, 86 mmol), trifluoroacetic acid (160 mL) and thioanisole (50.5 mL) was stirred at ambient temperature for 48 hours. The TFA was removed in vacuo and the residue poured into saturated sodium bicarbonate solution (300 mL) and extracted into ethyl acetate (twice). The combined organic extracts were washed with brine, dried (MgSO4), filtered and the solvent removed in vacuo. The residue was t... The reactants are CCOC(=O)C.CCCC(C)C (EtOAc isohexane), ClC1=NC=NC(=C1)NC1=C(C=CC(=C1)C)Cl (4-Chloro-6-(2-chloro-5-methylanilino)pyrimidine), FC(CCCBr)(F)F (1,1,1-trifluoro-4-bromobutane), C([O-])([O-])=O.[K+].[K+] (potassium carbonate). Solvent: CN1CCCC1=O (NMP). Run at temperature 50 celsius. Yields the product ClC1=NC=NC(=C1)N(C1=C(C=CC(=C1)C)Cl)CCCC(F)(F)F (4-Chloro-6-[N-(4,4,4-trifluorobutyl)-2-chloro-5-methylanilino]pyrimidine). RXN SMILES: [Cl:1][C:2]1[CH:7]=[C:6]([NH:8][C:9]2[CH:14]=[C:13]([CH3:15])[CH:12]=[CH:11][C:10]=2[Cl:16])[N:5]=[CH:4][N:3]=1.[F:17][C:18]([F:24])([F:23])[CH2:19][CH2:20][CH2:21]Br.C(=O)([O-])[O-].[K+].[K+].CCOC(C)=O.CCCC(C)C>CN1C(=O)CCC1>[Cl:1][C:2]1[CH:7]=[C:6]([N:8]([CH2:21][CH2:20][CH2:19][C:18]([F:24])([F:23])[F:17])[C:9]2[CH:14]=[C:13]([CH3:15])[CH:12]=[CH:11][C:10]=2[Cl:16])[N:5]=[CH:4][N:3]=1 |f:2.3.4,5.6|. Procedure: 4-Chloro-6-(2-chloro-5-methylanilino)pyrimidine (Reference Example 12) (0.28 g, 1.1 mmol) and 1,1,1-trifluoro-4-bromobutane (0.32 g, 1.67 mmol) were dissolved in NMP (2 ml). Anhydrous potassium carbonate (0.31 g, 2.2 mmol) was added and the mixture heated to 50° C. for three hours. Following an aqueous work-up the product was obtained by column chromatography on silica gel using EtOAc-isohexane mixtures. (0.3 g, 75%). M/z 364 (MH)+.